From a dataset of the Open Reaction Database (ORD), a public repository of structured organic reaction records. describe an organic reaction: reactants, conditions, products, and yield Yields the product BrC1=NC(=CC=C1)CN1N=NC=C1 (2-bromo-6-(1H-1,2,3-triazol-1-ylmethyl)pyridine), BrC1=NC(=CC=C1)CN1N=CC=N1 (2-bromo-6-(2H-1,2,3-triazol-2-ylmethyl)pyridine). Procedure: 2-Bromo-6-(bromomethyl)pyridine (Example 190, Step 1) (1.50 g, 5.98 mmol), 1H-1,2,3-triazole (520 mL, 8.97 mmol), and K2CO3 (1.652 g, 11.96 mmol) were combined in DMF (5.0 mL) and stirred at 50° C. overnight. The mixture was diluted with water and extracted with EtOAc (2×). The combined organic layers were washed with brine, dried (MgSO4), filtered, and evaporated. Flash chromatography (0-100% EtOAc/hexanes) separated the two regioisomeric products to provide 2-bromo-6-(1H-1,2,3-triazol-1-ylmeth... Starting materials: C(=O)([O-])[O-].[K+].[K+] (K2CO3), BrC1=NC(=CC=C1)CBr (2-Bromo-6-(bromomethyl)pyridine), N1N=NC=C1 (1H-1,2,3-triazole). Reaction conditions: temperature 50 celsius, time 8 hour. Run in CN(C)C=O (DMF), O (water). As a reaction SMILES: [Br:1][C:2]1[CH:7]=[CH:6][CH:5]=[C:4]([CH2:8]Br)[N:3]=1.[NH:10]1[CH:14]=[CH:13][N:12]=[N:11]1.C([O-])([O-])=O.[K+].[K+]>CN(C=O)C.O>[Br:1][C:2]1[CH:7]=[CH:6][CH:5]=[C:4]([CH2:8][N:10]2[CH:14]=[CH:13][N:12]=[N:11]2)[N:3]=1.[Br:1][C:2]1[CH:7]=[CH:6][CH:5]=[C:4]([CH2:8][N:11]2[N:12]=[CH:13][CH:14]=[N:10]2)[N:3]=1 |f:2.3.4|.